Dataset: the Open Reaction Database (ORD), a public repository of structured organic reaction records. Task: describe an organic reaction: reactants, conditions, products, and yield Reactants: CC12CCC3C(=CC=C4CC(O[Si](C)(C)C(C)(C)C)CC(O[Si](C)(C)C(C)(C)C)C43C)C1CC=C2CO, C=CC(=O)N(C)C, [H-], [Na+], C1CCOC1. Yields the product CN(C)C(=O)CCOCC1=CCC2C3=CC=C4CC(O[Si](C)(C)C(C)(C)C)CC(O[Si](C)(C)C(C)(C)C)C4(C)C3CCC12C. RXN SMILES: [C:1]([CH3:2])([CH3:3])([CH3:4])[Si:5]([O:6][CH:7]1[CH2:8][CH:9]([O:28][Si:29]([CH3:30])([CH3:31])[C:32]([CH3:33])([CH3:34])[CH3:35])[CH2:10][C:11]2=[CH:12][CH:13]=[C:14]3[CH:15]4[CH2:16][CH:17]=[C:18]([CH2:26][OH:27])[C:19]4([CH3:20])[CH2:21][CH2:22][CH:23]3[C:24]12[CH3:25])([CH3:36])[CH3:37].[CH3:38][N:39]([C:40]([CH:41]=[CH2:42])=[O:43])[CH3:44].[H-:45].[Na+:46].[O:47]1[CH2:48][CH2:49][CH2:50][CH2:51]1>>[C:1]([CH3:2])([CH3:3])([CH3:4])[Si:5]([O:6][CH:7]1[CH2:8][CH:9]([O:28][Si:29]([CH3:30])([CH3:31])[C:32]([CH3:33])([CH3:34])[CH3:35])[CH2:10][C:11]2=[CH:12][CH:13]=[C:14]3[CH:15]4[CH2:16][CH:17]=[C:18]([CH2:26][O:27][CH2:42][CH2:41][C:40]([N:39]([CH3:38])[CH3:44])=[O:43])[C:19]4([CH3:20])[CH2:21][CH2:22][CH:23]3[C:24]12[CH3:25])([CH3:36])[CH3:37]. Reactants: COC(=O)C(N)Cc1ccc(-c2ccc(C#N)cc2)cc1, Cl, CCC(c1ccccc1)N1Cc2cc3c(cc2CC1C(=O)O)N(C)C(=O)C(c1ccc(O)cc1)O3. Yields the product CCC(c1ccccc1)N1Cc2cc3c(cc2CC1C(=O)NC(Cc1ccc(-c2ccc(C#N)cc2)cc1)C(=O)OC)N(C)C(=O)C(c1ccc(O)cc1)O3. RXN SMILES: [CH3:37][O:38][C:39]([CH:40]([CH2:41][c:42]1[cH:43][cH:44][c:45](-[c:48]2[cH:49][cH:50][c:51]([C:54]#[N:55])[cH:52][cH:53]2)[cH:46][cH:47]1)[NH2:56])=[O:57].[ClH:36].[OH:1][c:2]1[cH:3][cH:4][c:5]([CH:8]2[C:9](=[O:35])[N:10]([CH3:34])[c:11]3[cH:12][c:13]4[c:18]([cH:19][c:20]3[O:21]2)[CH2:17][N:16]([CH:22]([CH2:23][CH3:24])[c:25]2[cH:26][cH:27][cH:28][cH:29][cH:30]2)[CH:15]([C:31](=[O:32])[OH:33])[CH2:14]4)[cH:6][cH:7]1>>[OH:1][c:2]1[cH:3][cH:4][c:5]([CH:8]2[C:9](=[O:35])[N:10]([CH3:34])[c:11]3[cH:12][c:13]4[c:18]([cH:19][c:20]3[O:21]2)[CH2:17][N:16]([CH:22]([CH2:23][CH3:24])[c:25]2[cH:26][cH:27][cH:28][cH:29][cH:30]2)[CH:15]([C:31](=[O:32])[NH:56][CH:40]([C:39]([O:38][CH3:37])=[O:57])[CH2:41][c:42]2[cH:43][cH:44][c:45](-[c:48]3[cH:49][cH:50][c:51]([C:54]#[N:55])[cH:52][cH:53]3)[cH:46][cH:47]2)[CH2:14]4)[cH:6][cH:7]1. Reactants: CCOC(=O)C1CCN(C(=O)OC(C)(C)C)CC1, [Li]CCCC, COP(C)(=O)OC, CCCCCC, C1CCOC1. Product: COP(=O)(CC(=O)C1CCN(C(=O)OC(C)(C)C)CC1)OC. As a reaction SMILES: [C:19]([CH3:20])([CH3:21])([CH3:22])[O:23][C:24](=[O:25])[N:26]1[CH2:27][CH2:28][CH:29]([C:32](=[O:33])[O:34][CH2:35][CH3:36])[CH2:30][CH2:31]1.[CH2:14]([Li:15])[CH2:16][CH2:17][CH3:18].[CH3:1][P:2]([O:3][CH3:4])([O:5][CH3:6])=[O:7].[CH3:8][CH2:9][CH2:10][CH2:11][CH2:12][CH3:13].[O:37]1[CH2:38][CH2:39][CH2:40][CH2:41]1>>[CH2:1]([P:2]([O:3][CH3:4])([O:5][CH3:6])=[O:7])[C:32]([CH:29]1[CH2:28][CH2:27][N:26]([C:24]([O:23][C:19]([CH3:20])([CH3:21])[CH3:22])=[O:25])[CH2:31][CH2:30]1)=[O:33]. Solvent: O (water). RXN SMILES: [Na].[CH3:2][O:3][CH:4]([O:12]C)[C:5](=[CH:10]O)[C:6](OC)=O.C(O)C.O.[NH2:18][NH2:19]>O>[CH3:2][O:3][C:4]([C:5]1[CH:10]=[N:18][NH:19][CH:6]=1)=[O:12] |f:0.1,3.4,^1:0|. Product: COC(=O)C=1C=NNC1 (4-methoxycarbonyl-1H-pyrazole). Starting materials: [Na].COC(C(C(=O)OC)=CO)OC (methyl 2-(dimethoxymethyl)-3-hydroxy-acrylate sodium salt), C(C)O (ethanol), O.NN (hydrazine hydrate). Reaction conditions: temperature 80 celsius, time 1 hour. The yield is 22.3%. Procedure details: 44.45 g of methyl 3,3-dimethoxypropionate and 45 ml of methyl formate was dissolved to 180 ml of dimethoxyethane. Under nitrogen atmosphere, 12.8 g of 60% sodium hydride was added to the solution keeping the temperature of the solution at 40 to 50° C. during addition. Then the mixture was stirred at room temperature for 18 hours. 180 ml of diethylether was added to the reaction mixture, as a result, a solid was formed. The solid was collected by filteration, followed by washing with 60 ml of die...